This data is from the Open Reaction Database (ORD), a public repository of structured organic reaction records. The task is: describe an organic reaction: reactants, conditions, products, and yield Reactants: FC=1C=CC2=C(C(=C(S2)S(=O)(=O)O)C)C1 (5-fluoro-3-methylbenzothiophene-2-sulfonic acid), O=P(Cl)(Cl)Cl (POCl3). Reaction conditions: temperature 60 celsius. Product: FC=1C=CC2=C(C(=C(S2)S(=O)(=O)Cl)C)C1 (5-Fluoro-3-methyl-benzothiophene-2-sulfonyl chloride). The yield is 93.0%. As a reaction SMILES: [F:1][C:2]1[CH:3]=[CH:4][C:5]2[S:9][C:8]([S:10](O)(=[O:12])=[O:11])=[C:7]([CH3:14])[C:6]=2[CH:15]=1.O=P(Cl)(Cl)[Cl:18]>>[F:1][C:2]1[CH:3]=[CH:4][C:5]2[S:9][C:8]([S:10]([Cl:18])(=[O:12])=[O:11])=[C:7]([CH3:14])[C:6]=2[CH:15]=1. Reported procedure: A mixture of 5-fluoro-3-methylbenzothiophene-2-sulfonic acid (230 mg, 0.93 mmol) in POCl3 (5 mL) was heated at 60° C. over night. The POCl3 was evaporated and the crude product was dissolved in CH2Cl2 and washed with water. The organic phase was dried and evaporated to give 0.23 g (93%) of the title compound. Reaction conditions: temperature 60 celsius. Starting materials: [OH-].[Na+] (sodium hydroxide), CS(=O)(=O)O (methanesulfonic acid), CN(C1=CC=C(C=O)C=C1)C (4-dimethylaminobenzaldehyde), CN(C=1C=C(C(=O)O)C=CC1)C (3-dimethylaminobenzoic acid), CN(C1=CC=CC=C1)C (N,N-dimethylaniline). Solvent: O (water), O (water). Reported procedure: A mixture of 46.0 ml of water, 49.4 g of 70 percent methanesulfonic acid, 14.9 g (0.1 mole) of 4-dimethylaminobenzaldehyde, 16.5 g (0.1 mole) of 3-dimethylaminobenzoic acid and 12.1 g (0.1 mole) of N,N-dimethylaniline was maintained at reflux temperature with stirring for approximately twenty-four hours. After cooling, the resulting solution was added slowly with stirring to a mixture of 700.0 ml of water and 27.0 ml of 50 percent aqueous sodium hydroxide. The resulting solution having a pH of 1... Isolated yield 51.3%. Product: CN(C1=CC=C(C=C1)C(C1=C(C(=O)O)C=C(C=C1)N(C)C)C1=CC=C(C=C1)N(C)C)C (2-[bis(4-dimethylaminophenyl)methyl]-5-dimethylaminobenzoic acid). As a reaction SMILES: CS(O)(=O)=O.[CH3:6][N:7]([CH3:16])[C:8]1[CH:15]=[CH:14][C:11]([CH:12]=O)=[CH:10][CH:9]=1.[CH3:17][N:18]([CH3:28])[C:19]1[CH:20]=[C:21]([CH:25]=[CH:26][CH:27]=1)[C:22]([OH:24])=[O:23].[CH3:29][N:30]([CH3:37])[C:31]1[CH:36]=[CH:35][CH:34]=[CH:33][CH:32]=1.[OH-].[Na+]>O>[CH3:6][N:7]([CH3:16])[C:8]1[CH:15]=[CH:14][C:11]([CH:12]([C:34]2[CH:35]=[CH:36][C:31]([N:30]([CH3:37])[CH3:29])=[CH:32][CH:33]=2)[C:25]2[CH:26]=[CH:27][C:19]([N:18]([CH3:28])[CH3:17])=[CH:20][C:21]=2[C:22]([OH:24])=[O:23])=[CH:10][CH:9]=1 |f:4.5|. Starting materials: [Cl-].[Li+] (lithium chloride), C1(=CC=CC=C1)C(S[C@H]1C[C@H](N(C1)C(=O)OCC1=CC=C(C=C1)[N+](=O)[O-])C(=O)OC)(C1=CC=CC=C1)C1=CC=CC=C1 ((2S,4S)-4-triphenylmethylthio-2-methoxycarbonyl-1-p-nitrobenzyloxycarbonylpyrrolidine), [BH4-].[Na+] (sodium borohydride). Solvent: C(C)(=O)OCC (ethyl acetate), Cl (hydrochloric acid), O1CCCC1 (tetra-hydrofuran), O1CCCC1 (tetrahydrofuran), C(C)O (ethanol). Reaction conditions: time 110 minute. Yields the product C1(=CC=CC=C1)C(S[C@H]1C[C@H](N(C1)C(=O)OCC1=CC=C(C=C1)[N+](=O)[O-])CO)(C1=CC=CC=C1)C1=CC=CC=C1 ((2S,4S)-4-triphenylmethylthio-2-hydroxymethyl-1-p-nitrobenzyloxycarbonylpyrrolidine). Isolated yield 87.4%. RXN SMILES: [C:1]1([C:7]([C:37]2[CH:42]=[CH:41][CH:40]=[CH:39][CH:38]=2)([C:31]2[CH:36]=[CH:35][CH:34]=[CH:33][CH:32]=2)[S:8][C@@H:9]2[CH2:13][N:12]([C:14]([O:16][CH2:17][C:18]3[CH:23]=[CH:22][C:21]([N+:24]([O-:26])=[O:25])=[CH:20][CH:19]=3)=[O:15])[C@H:11]([C:27](OC)=[O:28])[CH2:10]2)[CH:6]=[CH:5][CH:4]=[CH:3][CH:2]=1.[BH4-].[Na+].[Cl-].[Li+]>O1CCCC1.C(O)C.C(OCC)(=O)C.Cl>[C:37]1([C:7]([C:1]2[CH:2]=[CH:3][CH:4]=[CH:5][CH:6]=2)([C:31]2[CH:32]=[CH:33][CH:34]=[CH:35][CH:36]=2)[S:8][C@@H:9]2[CH2:13][N:12]([C:14]([O:16][CH2:17][C:18]3[CH:23]=[CH:22][C:21]([N+:24]([O-:26])=[O:25])=[CH:20][CH:19]=3)=[O:15])[C@H:11]([CH2:27][OH:28])[CH2:10]2)[CH:38]=[CH:39][CH:40]=[CH:41][CH:42]=1 |f:1.2,3.4|. Procedure details: To a solution of (2S,4S)-4-triphenylmethylthio-2-methoxycarbonyl-1-p-nitrobenzyloxycarbonylpyrrolidine (3: 3.63 g) in tetrahydrofuran (36 ml) under ice cooling are added a solution of sodium borohydride (371 mg) in ethanol (15 ml) and a solution of lithium chloride (554 mg) in tetra-hydrofuran (15 ml), and the mixture is warmed to room temperature and stirred for 110 minutes. The reaction mixture is diluted with ethyl acetate under ice cooling, neutralized with 1N-hydrochloric acid (10 ml) to de... The reactants are C(C)NCC (diethylamine), C(C)(=O)O (acetic acid), C(C)(=O)O[BH-](OC(C)=O)OC(C)=O.[Na+] (sodium triacetoxyborohydride), CS(=O)(=O)OC1=C2CNC(C2=C(C=C1OC)C=1N(C2=CC=CC(=C2C1)C=O)C(=O)OC(C)(C)C)=O (4-methanesulfonyloxy-5-methoxy-7-[1-(tert-butoxycarbonyl)-4-formylindol-2-yl]isoindolinone), C(C)#N (acetonitrile). Product: CS(=O)(=O)OC1=C2CNC(C2=C(C=C1OC)C=1N(C2=CC=CC(=C2C1)CN(CC)CC)C(=O)OC(C)(C)C)=O (4-methanesulfonyloxy-5-methoxy-7-[1-(tert-butoxycarbonyl)-4-(diethylaminomethyl)indol-2-yl]isoindolinone). The yield is 57.0%. As a reaction SMILES: [CH3:1][S:2]([O:5][C:6]1[C:14]([O:15][CH3:16])=[CH:13][C:12]([C:17]2[N:18]([C:28]([O:30][C:31]([CH3:34])([CH3:33])[CH3:32])=[O:29])[C:19]3[C:24]([CH:25]=2)=[C:23]([CH:26]=O)[CH:22]=[CH:21][CH:20]=3)=[C:11]2C=1CN[C:10]2=[O:35])(=[O:4])=[O:3].[CH2:36]([NH:38][CH2:39][CH3:40])[CH3:37].C(O)(=O)C.C(O[BH-](OC(=O)C)OC(=O)C)(=O)C.[Na+].[C:59](#[N:61])[CH3:60]>>[CH3:1][S:2]([O:5][C:6]1[C:14]([O:15][CH3:16])=[CH:13][C:12]([C:17]2[N:18]([C:28]([O:30][C:31]([CH3:32])([CH3:34])[CH3:33])=[O:29])[C:19]3[C:24]([CH:25]=2)=[C:23]([CH2:26][N:38]([CH2:39][CH3:40])[CH2:36][CH3:37])[CH:22]=[CH:21][CH:20]=3)=[C:11]2[C:60]=1[CH2:59][NH:61][C:10]2=[O:35])(=[O:4])=[O:3] |f:3.4|. Reported procedure: In a similar manner to Step 2 of Example 6, 4-methanesulfonyloxy-5-methoxy-7-[1-(tert-butoxycarbonyl)-4-formylindol-2-yl]isoindolinone (0.226 g, 0.452 mmol) was dissolved in acetonitrile (15.0 mL) and the solution was treated with diethylamine (0.935 mL, 9.03 mmol), acetic acid (0.517 mL, 9.03 mmol) and sodium triacetoxyborohydride (0.479 g, 2.26 mmol), followed by purification of the residue by flash column chromatography (chloroform/methanol=3/1) to obtain 4-methanesulfonyloxy-5-methoxy-7-[1-(... Reactants: NC=1C=CC=C2C=CC=NC12 (8-amino quinoline), ClN1C(CCC1=O)=O (N-chlorosuccinimide). Solvent: CC(C)O (iPrOH). Run at temperature 25 celsius, time 20 minute. Product: NC=1C=CC=C2C(=CC=NC12)Cl (8-amino-4-chloro-quinoline). Yield: 34.0%. Reaction SMILES: [NH2:1][C:2]1[CH:3]=[CH:4][CH:5]=[C:6]2[C:11]=1[N:10]=[CH:9][CH:8]=[CH:7]2.[Cl:12]N1C(=O)CCC1=O>CC(O)C>[NH2:1][C:2]1[CH:3]=[CH:4][CH:5]=[C:6]2[C:11]=1[N:10]=[CH:9][CH:8]=[C:7]2[Cl:12]. Procedure: 8-amino quinoline (4.5 g, 31.3 mmol), N-chlorosuccinimide (4.80 g, 36 mmol) was taken up in iPrOH (50 mL) at 60° C. The mixture was heated to reflux and stirred for 20 min. The solution was cooled to 25° C. and concentrated to ⅓ original volume. The mixture was partitioned between CH2Cl2 and water. The aqueous layer was extracted with CH2Cl2. The combined organic layers were dried over Na2SO4, filtered, and concentrated. The crude product was purified by flash chromatography (5:1 hexanes/EtOAc) ...